From a dataset of the Open Reaction Database (ORD), a public repository of structured organic reaction records. describe an organic reaction: reactants, conditions, products, and yield The reactants are ClC=1N=C(C=2N(C1)N=CC2C)O[C@H](C)[C@@H]2CC(NC2)=O ((R)-4-((R)-1-((6-chloro-3-methylpyrazolo[1,5-a]pyrazin-4-yl)oxy)ethyl)pyrrolidin-2-one), COC1=C(C=CC(=C1)B1OC(C(O1)(C)C)(C)C)N1CCN(CC1)C(=O)OC(C)(C)C (tert-butyl 4-(2-methoxy-4-(4,4,5,5-tetramethyl-1,3,2-dioxaborolan-2-yl)phenyl)piperazine-1-carboxylate), N1(CCNCC1)C(=O)[O-] (piperazine-1-carboxylate). Product: COC1=C(C=CC(=C1)C=1N=C(C=2N(C1)N=CC2C)O[C@H](C)[C@H]2CNC(C2)=O)N2CCN(CC2)C(=O)OC(C)(C)C (tert-butyl 4-(2-methoxy-4-(3-methyl-4-((R)-1-((R)-5-oxopyrrolidin-3-yl)ethoxy)pyrazolo[1,5-a]pyrazin-6-yl)phenyl)piperazine-1-carboxylate). As a reaction SMILES: Cl[C:2]1[N:3]=[C:4]([O:12][C@@H:13]([C@H:15]2[CH2:19][NH:18][C:17](=[O:20])[CH2:16]2)[CH3:14])[C:5]2[N:6]([N:8]=[CH:9][C:10]=2[CH3:11])[CH:7]=1.[CH3:21][O:22][C:23]1[CH:28]=[C:27](B2OC(C)(C)C(C)(C)O2)[CH:26]=[CH:25][C:24]=1[N:38]1[CH2:43][CH2:42][N:41]([C:44]([O:46][C:47]([CH3:50])([CH3:49])[CH3:48])=[O:45])[CH2:40][CH2:39]1.N1(C([O-])=O)CCNCC1>>[CH3:21][O:22][C:23]1[CH:28]=[C:27]([C:2]2[N:3]=[C:4]([O:12][C@@H:13]([C@@H:15]3[CH2:16][C:17](=[O:20])[NH:18][CH2:19]3)[CH3:14])[C:5]3[N:6]([N:8]=[CH:9][C:10]=3[CH3:11])[CH:7]=2)[CH:26]=[CH:25][C:24]=1[N:38]1[CH2:39][CH2:40][N:41]([C:44]([O:46][C:47]([CH3:50])([CH3:49])[CH3:48])=[O:45])[CH2:42][CH2:43]1. Reported procedure: Following the procedure of Example 5.55, beginning with (R)-4-((R)-1-(6-chloro-3-methylpyrazolo[1,5-a]pyrazin-4-yloxy)ethyl)pyrrolidin-2-one 5.54 (25.3 mg, 0.086 mmol) and tert-butyl 4-(2-methoxy-4-(4,4,5,5-tetramethyl-1,3,2-dioxaborolan-2-yl)phenyl)piperazine-1-carboxylate 7.08 (44 mg, 0.105 mmol), tert-butyl 4-(2-methoxy-4-(3-methyl-4-4R)-1-((R)-5-oxopyrrolidin-3-yl)ethoxy)pyrazolo[1,5-a]pyrazin-6-yl)phenyl)piperazine-1-carboxylate 5.59 (35 mg) was synthesized.